From a dataset of the Open Reaction Database (ORD), a public repository of structured organic reaction records. describe an organic reaction: reactants, conditions, products, and yield Starting materials: CC(C)(C)c1ccc(S(=O)(=O)N(CC(=O)O)c2ccc3cn[nH]c3c2)cc1, CCNCCO. Yields the product CCN(CCO)C(=O)CN(c1ccc2cn[nH]c2c1)S(=O)(=O)c1ccc(C(C)(C)C)cc1. As a reaction SMILES: [C:1]([CH3:2])([CH3:3])([CH3:4])[c:5]1[cH:6][cH:7][c:8]([S:11](=[O:12])(=[O:13])[N:14]([c:15]2[cH:16][cH:17][c:18]3[cH:19][n:20][nH:21][c:22]3[cH:23]2)[CH2:24][C:25](=[O:26])[OH:27])[cH:9][cH:10]1.[CH2:28]([CH3:29])[NH:30][CH2:31][CH2:32][OH:33]>>[C:1]([CH3:2])([CH3:3])([CH3:4])[c:5]1[cH:6][cH:7][c:8]([S:11](=[O:12])(=[O:13])[N:14]([c:15]2[cH:16][cH:17][c:18]3[cH:19][n:20][nH:21][c:22]3[cH:23]2)[CH2:24][C:25](=[O:27])[N:30]([CH2:28][CH3:29])[CH2:31][CH2:32][OH:33])[cH:9][cH:10]1. The reactants are intermediate 19, FC1=C(C(=CC=C1)F)O (2,6-difluoro-phenol), COC(C(CC1CCCCC1)Br)=O (2-bromo-3-cyclohexyl-propionic acid methyl ester), ClC=1C(N(N=CC1Cl)C1OCCCC1)=O (4,5-dichloro-2-(tetrahydropyran-2-yl)-2H-pyridazin-3-one), ClC=1C(N(N=CC1Cl)C1OCCCC1)=O (4,5-dichloro-2-(tetrahydropyran-2-yl)-2H-pyridazin-3-one), COC(C(CC1CCCCC1)Br)=O (2-bromo-3-cyclohexyl-propionic acid methyl ester). The product is C1(CCCCC1)CC(C(=O)O)N1N=CC(=CC1=O)OC1=C(C=CC=C1F)F (3-cyclohexyl-2-[4-(2,6-difluoro-phenoxy)-6-oxo-6H-pyridazin-1-yl]-propionic acid). RXN SMILES: Cl[C:2]1[C:3](=[O:15])[N:4](C2CCCCO2)[N:5]=[CH:6][C:7]=1Cl.[F:16][C:17]1[CH:22]=[CH:21][CH:20]=[C:19]([F:23])[C:18]=1[OH:24].C[O:26][C:27](=[O:37])[CH:28](Br)[CH2:29][CH:30]1[CH2:35][CH2:34][CH2:33][CH2:32][CH2:31]1>>[CH:30]1([CH2:29][CH:28]([N:4]2[C:3](=[O:15])[CH:2]=[C:7]([O:24][C:18]3[C:17]([F:16])=[CH:22][CH:21]=[CH:20][C:19]=3[F:23])[CH:6]=[N:5]2)[C:27]([OH:26])=[O:37])[CH2:35][CH2:34][CH2:33][CH2:32][CH2:31]1. Procedure: In an analogous manner to the stepwise sequence outlined in intermediate 19, starting from 4,5-dichloro-2-(tetrahydropyran-2-yl)-2H-pyridazin-3-one (Intermediate 20) and 2,6-difluoro-phenol and alkylating with 2-bromo-3-cyclohexyl-propionic acid methyl ester (Intermediate 12) afforded 3-cyclohexyl-2-[4-(2,6-difluoro-phenoxy)-6-oxo-6H-pyridazin-1-yl]-propionic acid as a white solid (1.3 g, 99% for the final step); ES+-HRMS m/e calcd for C19H20N2O4F2 [M+H+] 379.1464, found 379.1463. 1H NMR (300 MH... Starting materials: O1C(=NC2=C1C=CC=C2)N2[C@@H](CCCC2)C(=O)O ((2S)-1-(1,3-benzoxazol-2-yl)-2-piperidinecarboxylic acid), O.ON1N=NC2=C1C=CC=C2 (1-hydroxybenzotriazole hydrate), C(C1=CC=CC=C1)N1C[C@@H](CC1)N ((3R)-1-benzylpyrrolidin-3-ylamine), Cl.CN(CCCN=C=NCC)C (1-(3-dimethylaminopropyl)-3-ethylcarbodiimide hydrochloride). Solvent: ClCCl (dichloromethane), C(C)N(CC)CC (Triethylamine), O (water). Conditions: time 18 hour. The product is N (ammonia), O1C(=NC2=C1C=CC=C2)N2[C@@H](CCCC2)C(=O)N[C@H]2CN(CC2)CC2=CC=CC=C2 ((2S)-1-(1,3-benzoxazol-2-yl)-N2-[(3R)-1-benzylpyrrolidin-3-yl]-2-piperidinecarboxamide). The yield is 114.5%. As a reaction SMILES: [O:1]1[C:5]2[CH:6]=[CH:7][CH:8]=[CH:9][C:4]=2[N:3]=[C:2]1[N:10]1[CH2:15][CH2:14][CH2:13][CH2:12][C@H:11]1[C:16]([OH:18])=O.O.ON1C2C=CC=CC=2N=N1.[CH2:30]([N:37]1[CH2:41][CH2:40][C@@H:39]([NH2:42])[CH2:38]1)[C:31]1[CH:36]=[CH:35][CH:34]=[CH:33][CH:32]=1.Cl.CN(C)CCCN=C=NCC>ClCCl.O.C(N(CC)CC)C>[NH3:3].[O:1]1[C:5]2[CH:6]=[CH:7][CH:8]=[CH:9][C:4]=2[N:3]=[C:2]1[N:10]1[CH2:15][CH2:14][CH2:13][CH2:12][C@H:11]1[C:16]([NH:42][C@@H:39]1[CH2:40][CH2:41][N:37]([CH2:30][C:31]2[CH:36]=[CH:35][CH:34]=[CH:33][CH:32]=2)[CH2:38]1)=[O:18] |f:1.2,4.5|. Reported procedure: Triethylamine (0.167 ml) was added to a solution of (2S)-1-(1,3-benzoxazol-2-yl)-2-piperidinecarboxylic acid (100 mg) [see Preparation 3], 1-hydroxybenzotriazole hydrate (60.4 mg), (3R)-1-benzylpyrrolidin-3-ylamine (78.7 mg) and 1-(3-dimethylaminopropyl)-3-ethylcarbodiimide hydrochloride (85.4 mg) in dichloromethane (30 ml). The reaction mixture was stirred at room temperature for 18 hours, after which time the mixture was diluted with water and the organic layer was separated, dried over anhydr... The reactants are O=C([O-])[O-], CN(C)C=O, COC(=O)Cc1c(C)nc(C)nc1Cl, [K+], [K+], O, O=c1ccn(-c2ccccc2)[nH]1. Product: COC(=O)Cc1c(C)nc(C)nc1Oc1ccn(-c2ccccc2)n1. RXN SMILES: [C:27](=[O:28])([O-:29])[O-:30].[CH3:34][N:35]([CH3:36])[CH:37]=[O:38].[Cl:1][c:2]1[n:3][c:4]([CH3:14])[n:5][c:6]([CH3:13])[c:7]1[CH2:8][C:9](=[O:10])[O:11][CH3:12].[K+:31].[K+:32].[OH2:33].[c:15]1(-[n:21]2[nH:22][c:23](=[O:26])[cH:24][cH:25]2)[cH:16][cH:17][cH:18][cH:19][cH:20]1>>[c:2]1([O:26][c:23]2[n:22][n:21](-[c:15]3[cH:16][cH:17][cH:18][cH:19][cH:20]3)[cH:25][cH:24]2)[n:3][c:4]([CH3:14])[n:5][c:6]([CH3:13])[c:7]1[CH2:8][C:9](=[O:10])[O:11][CH3:12]. The reactants are O=C(C(=O)OC)C(=O)OC (dimethyl ketomalonate), S(CC(=O)OC)CC(=O)OC (dimethyl thiodiacetate). Yields the product OC1=C(SC(=C1C(=O)OC)C(=O)OC)C(=O)OC (Trimethyl 3-hydroxy-2,4,5-thiophene tricarboxylate). RXN SMILES: O=[C:2]([C:7](OC)=[O:8])[C:3]([O:5][CH3:6])=[O:4].[S:11]([CH2:17][C:18]([O:20][CH3:21])=[O:19])[CH2:12][C:13]([O:15][CH3:16])=[O:14]>>[OH:8][C:7]1[C:2]([C:3]([O:5][CH3:6])=[O:4])=[C:12]([C:13]([O:15][CH3:16])=[O:14])[S:11][C:17]=1[C:18]([O:20][CH3:21])=[O:19]. Procedure: The above compound was prepared as in Preparation 7 from dimethyl ketomalonate and dimethyl thiodiacetate. Starting materials: CCO, Nc1nc(COCc2ccccc2)nc2nccnc12, [Na+], [OH-]. Product: O=c1[nH]c(COCc2ccccc2)nc2nccnc12. Reaction SMILES: [CH3:21][CH2:22][OH:23].[NH2:1][c:2]1[n:3][c:4]([CH2:12][O:13][CH2:14][c:15]2[cH:16][cH:17][cH:18][cH:19][cH:20]2)[n:5][c:6]2[n:7][cH:8][cH:9][n:10][c:11]12.[Na+:25].[OH-:24]>>[c:2]1(=[O:23])[nH:3][c:4]([CH2:12][O:13][CH2:14][c:15]2[cH:16][cH:17][cH:18][cH:19][cH:20]2)[n:5][c:6]2[n:7][cH:8][cH:9][n:10][c:11]12.